From a dataset of the Open Reaction Database (ORD), a public repository of structured organic reaction records. describe an organic reaction: reactants, conditions, products, and yield Starting materials: O=C([O-])[O-], CCn1c(-c2ccc(NS(=O)(=O)NCCCl)cc2)c(C#N)c2ccc(OC)cc21, [K+], [K+], CN(C)C=O, O. Yields the product CCn1c(-c2ccc(N3CCNS3(=O)=O)cc2)c(C#N)c2ccc(OC)cc21. As a reaction SMILES: [C:30](=[O:31])([O-:32])[O-:33].[Cl:1][CH2:2][CH2:3][NH:4][S:5](=[O:6])(=[O:7])[NH:8][c:9]1[cH:10][cH:11][c:12](-[c:15]2[n:16]([CH2:28][CH3:29])[c:17]3[cH:18][c:19]([O:26][CH3:27])[cH:20][cH:21][c:22]3[c:23]2[C:24]#[N:25])[cH:13][cH:14]1.[K+:34].[K+:35].[O:36]=[CH:37][N:38]([CH3:39])[CH3:40].[OH2:41]>>[CH2:2]1[CH2:3][NH:4][S:5](=[O:6])(=[O:7])[N:8]1[c:9]1[cH:10][cH:11][c:12](-[c:15]2[n:16]([CH2:28][CH3:29])[c:17]3[cH:18][c:19]([O:26][CH3:27])[cH:20][cH:21][c:22]3[c:23]2[C:24]#[N:25])[cH:13][cH:14]1. Starting materials: C(C)(=O)C=1C=CC2=C(NC(O2)=O)C1 (5-Acetylbenzo[d]oxazol-2(3H)-one), CI (methyl iodide), C([O-])([O-])=O.[Cs+].[Cs+] (cesium carbonate). The solvent is CN(C)C=O (DMF). Product: C(C)(=O)C=1C=CC2=C(N(C(O2)=O)C)C1 (5-acetyl-3-methylbenzo[d]oxazol-2(3H)-one). The yield is 74.2%. As a reaction SMILES: [C:1]([C:4]1[CH:5]=[CH:6][C:7]2[O:11][C:10](=[O:12])[NH:9][C:8]=2[CH:13]=1)(=[O:3])[CH3:2].CI.[C:16](=O)([O-])[O-].[Cs+].[Cs+]>CN(C=O)C>[C:1]([C:4]1[CH:5]=[CH:6][C:7]2[O:11][C:10](=[O:12])[N:9]([CH3:16])[C:8]=2[CH:13]=1)(=[O:3])[CH3:2] |f:2.3.4|. Procedure details: 5-Acetylbenzo[d]oxazol-2(3H)-one (0.5 g, 2.82 mmol), methyl iodide (0.6 g, 4.23 mmol), and cesium carbonate (1.37 g, 4.23 mmol) were dissolved in DMF (2 mL). The reaction mixture was irradiated by microwave for 30 minutes at 100° C. The solvent was removed and extracted with dichloromethane. Purification by silica chromatography (ISCO) produced 5-acetyl-3-methylbenzo[d]oxazol-2(3H)-one (0.4 g, 74%). 1H NMR (400 MHz, CDCl3): δ 7.89 (d, 1H), 7.80 (s, 1H), 7.00 (d, 1H), 3.48 (s, 3H), 2.60 (s, 3H); ... Starting materials: CC1=C(N)C=C(C=C1)COC (2-Methyl-5-methoxymethylaniline), dimethyl acetal, ClCC=O (2-chloroacetaldehyde), C([O-])([O-])=O.[Na+].[Na+] (sodium carbonate). Reaction conditions: temperature 150 celsius. Yields the product dimethyl acetal, CC1=C(NCC=O)C=C(C=C1)COC (2-(2-methyl-5-methoxymethylanilino)acetaldehyde). RXN SMILES: [CH3:1][C:2]1[CH:8]=[CH:7][C:6]([CH2:9][O:10][CH3:11])=[CH:5][C:3]=1[NH2:4].Cl[CH2:13][CH:14]=[O:15].C(=O)([O-])[O-].[Na+].[Na+]>>[CH3:1][C:2]1[CH:8]=[CH:7][C:6]([CH2:9][O:10][CH3:11])=[CH:5][C:3]=1[NH:4][CH2:13][CH:14]=[O:15] |f:2.3.4|. Reported procedure: 2-Methyl-5-methoxymethylaniline )0.3 mole), the dimethyl acetal of 2-chloroacetaldehyde (0.3 mole) and sodium carbonate (20 grams) are charged into a glass reaction flask equipped with a mechanical stirrer, thermometer and reflux condenser. The reaction mixture is heated to about 150°C for a period of about 8 hours. After this time the mixture is filtered and the filtrate is distilled to yield the desired product the dimethyl acetal of 2-(2-methyl-5-methoxymethylanilino)acetaldehyde. The reactants are Cc1c(OC(=O)C(C)(C)C)cn2ncnc(Oc3ccc([N+](=O)[O-])cc3F)c12, C1CCOC1, CO, [Na+], [OH-], O. Product: Cc1c(O)cn2ncnc(Oc3ccc([N+](=O)[O-])cc3F)c12. Reaction SMILES: [C:1](=[O:2])([C:3]([CH3:4])([CH3:5])[CH3:6])[O:7][c:8]1[c:9]([CH3:28])[c:10]2[c:11]([O:17][c:18]3[c:19]([F:27])[cH:20][c:21]([N+:24](=[O:25])[O-:26])[cH:22][cH:23]3)[n:12][cH:13][n:14][n:15]2[cH:16]1.[CH2:31]1[O:32][CH2:33][CH2:34][CH2:35]1.[CH3:36][OH:37].[Na+:30].[OH-:29].[OH2:38]>>[OH:7][c:8]1[c:9]([CH3:28])[c:10]2[c:11]([O:17][c:18]3[c:19]([F:27])[cH:20][c:21]([N+:24](=[O:25])[O-:26])[cH:22][cH:23]3)[n:12][cH:13][n:14][n:15]2[cH:16]1. Reactants: NCCc1cccc(Br)c1, CC(=O)OC(C)=O. Product: CC(=O)NCCc1cccc(Br)c1. RXN SMILES: [Br:1][c:2]1[cH:3][c:4]([CH2:8][CH2:9][NH2:10])[cH:5][cH:6][cH:7]1.[CH3:11][C:12](=[O:13])[O:14][C:15](=[O:16])[CH3:17]>>[Br:1][c:2]1[cH:3][c:4]([CH2:8][CH2:9][NH:10][C:12]([CH3:11])=[O:13])[cH:5][cH:6][cH:7]1. Isolated yield 46.3%. Product: ClC=1C=C(C=CC1)C1=NC(=NO1)C(C)O (1-[5-(3-chlorophenyl)-1,2,4-oxadiazol-3-yl]ethanol). Conditions: time 2 hour. Procedure: The title compound from Example 1 (6.45 g) was cooled on an ice-bath with 23.5 mL DEA in THF (200 mL). To this slurry 21.94 g 3-chlorobenzoyl chloride was added. The mixture was warmed to r.t. and stirred for 2 h. Addition of Et2O (200 mL), washing with sat. aq. NH4Cl and re-extraction of the aq. layer gave after combining and concentration of the org. layers followed by drying in vacuo 27.24 g, which was directly used in the next step. The material was dissolved in ethanol (250 mL) and refluxed... As a reaction SMILES: [OH:1][N:2]=[C:3]([NH2:7])[CH:4]([OH:6])[CH3:5].[Cl:8][C:9]1[CH:10]=[C:11]([CH:15]=[CH:16][CH:17]=1)[C:12](Cl)=O.CCOCC.C([O-])(=O)C.[Na+]>C1COCC1.O>[Cl:8][C:9]1[CH:10]=[C:11]([C:12]2[O:1][N:2]=[C:3]([CH:4]([OH:6])[CH3:5])[N:7]=2)[CH:15]=[CH:16][CH:17]=1 |f:3.4|. The reactants are C(C)(=O)[O-].[Na+] (sodium acetate), ON=C(C(C)O)N (N′,2-dihydroxypropanimidamide), CCOCC (Et2O), ClC=1C=C(C(=O)Cl)C=CC1 (3-chlorobenzoyl chloride). The solvent is O (water), O (water), C1CCOC1 (THF). Starting materials: CC(C)(C)OC(=O)NC1CCC(CNc2nc(NCc3cccc4ncccc34)ncc2[N+](=O)[O-])CC1, O=C([O-])[O-], ClCCl, O=C(O)C(F)(F)F, [Na+], [Na+]. The product is NC1CCC(CNc2nc(NCc3cccc4ncccc34)ncc2[N+](=O)[O-])CC1. As a reaction SMILES: [C:1]([O:2][C:3](=[O:4])[NH:7][CH:8]1[CH2:9][CH2:10][CH:11]([CH2:14][NH:15][c:16]2[n:17][c:18]([NH:25][CH2:26][c:27]3[c:28]4[cH:29][cH:30][cH:31][n:32][c:33]4[cH:34][cH:35][cH:36]3)[n:19][cH:20][c:21]2[N+:22](=[O:23])[O-:24])[CH2:12][CH2:13]1)([CH3:5])([CH3:6])[CH3:37].[C:45](=[O:46])([O-:47])[O-:48].[Cl:51][CH2:52][Cl:53].[F:38][C:39]([F:40])([F:41])[C:42]([OH:43])=[O:44].[Na+:49].[Na+:50]>>[NH2:7][CH:8]1[CH2:9][CH2:10][CH:11]([CH2:14][NH:15][c:16]2[n:17][c:18]([NH:25][CH2:26][c:27]3[c:28]4[cH:29][cH:30][cH:31][n:32][c:33]4[cH:34][cH:35][cH:36]3)[n:19][cH:20][c:21]2[N+:22](=[O:23])[O-:24])[CH2:12][CH2:13]1. The reactants are C(C)N1N=C2C=CC=CC2=C1Br (2-ethyl-3-bromoindazole), [Li]C(C)(C)C (t-BuLi), O=C1CCN(CC1)C(=O)OC(C)(C)C (tert-butyl 4-oxo-1-piperidinecarboxylate). The solvent is C1CCOC1 (THF), C1CCOC1 (THF). Run at temperature -78 celsius, time 20 minute. Product: C(C)(C)(C)OC(=O)N1CCC(CC1)(C=1N(N=C2C=CC=CC12)CC)O (1-(t-Butoxycarbonyl)-4-hydroxy-4-(2-ethyl-indazol-3-yl)piperidine). Yield: 22.5%. Reaction SMILES: [CH2:1]([N:3]1[C:11](Br)=[C:10]2[C:5]([CH:6]=[CH:7][CH:8]=[CH:9]2)=[N:4]1)[CH3:2].[Li]C(C)(C)C.[O:18]=[C:19]1[CH2:24][CH2:23][N:22]([C:25]([O:27][C:28]([CH3:31])([CH3:30])[CH3:29])=[O:26])[CH2:21][CH2:20]1>C1COCC1>[C:28]([O:27][C:25]([N:22]1[CH2:23][CH2:24][C:19]([OH:18])([C:11]2[N:3]([CH2:1][CH3:2])[N:4]=[C:5]3[C:10]=2[CH:9]=[CH:8][CH:7]=[CH:6]3)[CH2:20][CH2:21]1)=[O:26])([CH3:31])([CH3:29])[CH3:30]. Procedure details: To a solution of 2-ethyl-3-bromoindazole (3.4 g, 15.18 mmol) in THF (30 mL) was added t-BuLi (1.7 M in pentane, 10.72 mL, 18.22 mmol) dropwise at −78° C. After stirring at −78° C. for 20 min., was added tert-butyl 4-oxo-1-piperidinecarboxylate (3.03 g, 15.18 mmol) in THF (10 mL) dropwise at −78° C. The mixture was stirred at −78° C. for 10 min. and at rt for 18 h. After the reaction was quenched with aq. NH4Cl, the mixture was partitioned between ethyl acetate and water. The aqueous layer was ex... Reactants: CC(CCC=C)=O (5-hexene-2-one), C(CCC)[Li] (n-butyllitium), CC(CCC=C)=O (5-hexene-2-one), C1CCOC1 (THF), 1-pentenyl-triphenylphosphonium bromide, solution, C1CCOC1 (THF). Yields the product CC(CCC=C)=CCCC=C (5-methyl-1,5,9-decatriene). As a reaction SMILES: [CH3:1][C:2](=O)[CH2:3][CH2:4][CH:5]=[CH2:6].[CH2:8]([Li])[CH2:9][CH2:10][CH3:11].[CH2:13]1COCC1>>[CH3:1][C:2](=[CH:11][CH2:10][CH2:9][CH:8]=[CH2:13])[CH2:3][CH2:4][CH:5]=[CH2:6]. Reported procedure: 5-methyl-1,5,9-decatriene was synthesized from 7.3 mL of 5-hexene-2-one, and an ylide prepared from 26.3 g. of 1-pentenyl-triphenylphosphonium bromide and 32 mL of 2.0 molar solution of n-butyllitium in THF at -78° C. The mixture was allowed to warm to room temperature over six hours, during which all of the salt dissolved and the ylid was apparent by the red color of the solution. This mixture was then cooled to -70° C. and 7.3 mL of 5-hexene-2-one in 20 mL of dry THF was added slowly with stir...